Dataset: the Open Reaction Database (ORD), a public repository of structured organic reaction records. Task: describe an organic reaction: reactants, conditions, products, and yield Reactants: (R)-(+)-2,2'-dihydroxy-1,1'-binaphthalene, ICCCCC (iodopentane), C([O-])([O-])=O.[K+].[K+] (potassium carbonate), [Br-].[K+] (potassium bromide), C([O-])([O-])=O.[K+].[K+] (potassium carbonate). The solvent is CC(=O)C (acetone). Conditions: temperature 45 celsius. Product: O[C@@]1(C(=C2C=CC=CC2=CC1)C1=CC=CC2=CC=CC=C12)OCCCCC ((R)-(+)-2-hydroxy-2-pentoxy-1,1'-binaphthalene), product. Reaction SMILES: I[CH2:2][CH2:3][CH2:4][CH2:5][CH3:6].[C:7](=[O:10])([O-])[O-:8].[K+].[K+].[Br-].[K+]>CC(C)=O>[OH:8][C@@:7]1([O:10][CH2:2][CH2:3][CH2:4][CH2:5][CH3:6])[CH2:5][CH:4]=[C:3]2[C:3]([CH:4]=[CH:5][CH:6]=[CH:2]2)=[C:2]1[C:4]1[C:5]2[C:3](=[CH:4][CH:5]=[CH:6][CH:6]=2)[CH:2]=[CH:2][CH:3]=1 |f:1.2.3,4.5|. Procedure details: The compounds (R)-(+)-2-hydroxy-2-pentoxy-1,1'-binaphthalene and (R)-(+)-2,2'-dipentoxy-1,1'-binaphthalene were prepared as follows. 1 g (3.49 mmol) (R)-(+)-2,2'-dihydroxy-1,1'-binaphthalene and 0.99 g (5 mmol) iodopentane were dissolved in 40 ml acetone while stirring. 6.99 g of potassium carbonate and 7.99 g (57.9 mmol) potassium bromide was added in one portion. After 24 hours stirring at room temperature, 1 g potassium carbonate was added. The reaction mixture was heated to 45° C. for 30 min... The reactants are Cl.N1=CC(=CC=C1)CSC(N)=N (2-(pyrid-3-yl-methyl)isothiourea monohydrochloride), aqueous solution, [OH-].[Na+] (sodium hydroxide), aqueous solution, [OH-].[Na+] (sodium hydroxide), BrCCCCl (1-Bromo-3-chloropropane). Solvent: O (water). Run at temperature 100 celsius, time 20 hour. The product is ClCCCSCC=1C=NC=CC1 (Pyrid-3-yl-methyl 3-chloropropyl sulphide). The yield is 59.6%. Reaction SMILES: [OH-].[Na+].Cl.[N:4]1[CH:9]=[CH:8][CH:7]=[C:6]([CH2:10][S:11][C:12](=N)N)[CH:5]=1.BrC[CH2:17][CH2:18][Cl:19]>O>[Cl:19][CH2:18][CH2:17][CH2:12][S:11][CH2:10][C:6]1[CH:5]=[N:4][CH:9]=[CH:8][CH:7]=1 |f:0.1,2.3|. Procedure details: A 10 N aqueous solution of sodium hydroxide (50 cc) is added, in the course of 10 minutes and whilst allowing the temperature to rise to 14° C. to a solution, cooled to 12° C. of 2-(pyrid-3-yl-methyl)isothiourea monohydrochloride (100 g) in distilled water (250 cc). After heating for 30 minutes at a temperature of 100° C. and then cooling to 12° C. a 10 N aqueous solution of sodium hydroxide (60 cc) is added dropwise and in the course of 10 minutes. 1-Bromo-3-chloropropane (82 g) is then added, ...